Dataset: the Open Reaction Database (ORD), a public repository of structured organic reaction records. Task: describe an organic reaction: reactants, conditions, products, and yield The reactants are ClC1=NC=C(C=C1C#N)C1=CC=[N+](C=C1)[O-] (2-Chloro-3-cyano-5,4'-bipyridine-1'-oxide), N,N-dimethylammonium N,N-dimethyl carbamate, O (water), CN(C=O)C (dimethylformamide). Run at time 8 hour. The product is C(#N)C=1C(=NC=C(C1)C1=CC=[N+](C=C1)[O-])N(C)C (3-Cyano-2-dimethylamino-5,4'-bipyridine-1'-oxide). Reaction SMILES: Cl[C:2]1[C:7]([C:8]#[N:9])=[CH:6][C:5]([C:10]2[CH:15]=[CH:14][N+:13]([O-:16])=[CH:12][CH:11]=2)=[CH:4][N:3]=1.O.[CH3:18][N:19](C)[CH:20]=O>>[C:8]([C:7]1[C:2]([N:19]([CH3:20])[CH3:18])=[N:3][CH:4]=[C:5]([C:10]2[CH:15]=[CH:14][N+:13]([O-:16])=[CH:12][CH:11]=2)[CH:6]=1)#[N:9]. Reported procedure: 2-Chloro-3-cyano-5,4'-bipyridine-1'-oxide and 3 g N,N-dimethylammonium-N,N-dimethyl carbamate is heated in 50 ml dimethylformamide for 2 hours on the boiling water bath and then allowed to cool. The crystalline precipitate, formed on standing overnight in the refrigerator, is filtered off with suction, crystallized from dimethylformamide and dried at 110° C. Yield: 2.9 g (93.2% of the theoretical yield), with a melting point of 282° C.-284° C. Starting materials: Cl.C1C(CCC2CCCCC12)N1CCC2(C(NCN2C2=CC=CC=C2)=O)CC1 (8-(Decahydro-naphthalen-2-yl)-1-phenyl-1,3,8-triaza-spiro[4,5]decan-4-one hydrochloride), [H-].[Na+] (Sodium hydride), CI (methyl iodide). The solvent is CN(C)C=O (DMF). Reaction conditions: temperature 80 celsius, time 1 hour. Product: Cl.C1C(CCC2CCCCC12)N1CCC2(C(N(CN2C2=CC=CC=C2)C)=O)CC1 (8-(Decahydro-naphthalen-2-yl)-3-methyl-1-phenyl-1,3,8-triaza-spiro[4,5]decan-4-one hydrochloride). RXN SMILES: [ClH:1].[CH2:2]1[CH:11]2[CH:6]([CH2:7][CH2:8][CH2:9][CH2:10]2)[CH2:5][CH2:4][CH:3]1[N:12]1[CH2:28][CH2:27][C:15]2([N:19]([C:20]3[CH:25]=[CH:24][CH:23]=[CH:22][CH:21]=3)[CH2:18][NH:17][C:16]2=[O:26])[CH2:14][CH2:13]1.[H-].[Na+].[CH3:31]I>CN(C=O)C>[ClH:1].[CH2:2]1[CH:11]2[CH:6]([CH2:7][CH2:8][CH2:9][CH2:10]2)[CH2:5][CH2:4][CH:3]1[N:12]1[CH2:28][CH2:27][C:15]2([N:19]([C:20]3[CH:25]=[CH:24][CH:23]=[CH:22][CH:21]=3)[CH2:18][N:17]([CH3:31])[C:16]2=[O:26])[CH2:14][CH2:13]1 |f:0.1,2.3,6.7|. Procedure details: 8-(Decahydro-naphthalen-2-yl)-1-phenyl-1,3,8-triaza-spiro[4,5]decan-4-one hydrochloride (1:1) (1.2 mmol) was suspended in DMF (20 ml). Sodium hydride (2.4 mmol) was added and the mixture was stirred at 80° C. for 1 h. The mixture was cooled to room temperature, methyl iodide (1.2 mmol) was added and the mixture was stirred for 18 h. DMF was evaporated, sodium bicarbonate and ethylacetate were added. The organic phase was washed with brine, dried with MgSO4 and concentrated. Chromatography on sil... The reactants are substituted aniline, [N+](=O)([O-])C=1C=C(N)C=CC1 (3-nitroaniline), NC1=NNC(=C1)C (3-amino-5-methylpyrazole), CN(C)C=O (DMF). Run in O (water). The product is CC=1C(C(=NN1)N)=NNC1=CC(=CC=C1)[N+](=O)[O-] (5-methyl-4-[(3-nitrophenyl)hydrazono]-4H-pyrazol-3-ylamine), compound. The yield is 29.0%. As a reaction SMILES: [N+:1]([C:4]1[CH:5]=[C:6]([CH:8]=[CH:9][CH:10]=1)[NH2:7])([O-:3])=[O:2].[NH2:11][C:12]1[CH:16]=[C:15]([CH3:17])[NH:14][N:13]=1.C[N:19](C=O)C>O>[CH3:17][C:15]1[C:16](=[N:19][NH:7][C:6]2[CH:8]=[CH:9][CH:10]=[C:4]([N+:1]([O-:3])=[O:2])[CH:5]=2)[C:12]([NH2:11])=[N:13][N:14]=1. Reported procedure: 5-methyl-4-[(3-nitrophenyl)hydrazono]-4H-pyrazol-3-ylamine was prepared from 3-nitroaniline (0.35 g, 2.5 mmol) and 3-amino-5-methylpyrazole (0.3 g, 3.1 mmol) according to the procedure described above except that the substituted aniline was initially dissolved in a mixture of water (3.6 mL) and DMF (2.0 mL) prior to being acidified. The product was isolated in a yield of 176 mg (29%) of the compound as a red solid and was not further purified. MS (m/z, ES+): 247.2 (M+1, 100%). The reactants are BrC1=C(C=C(C=C1)C(CCCCCC)(C)C)OCC1=CC=CC=C1 (1-bromo-2-benzyloxy-4-(1,1-dimethylheptyl)benzene), resultant mixture, cuprous iodide, C(C=C)C1C=CC(CC1)=O (4-(2-propenyl)-2-cyclohexen-1-one), cuprous iodide, 70-80, [Mg] (magnesium), C(C=C)C1C=CC(CC1)=O (4-(2-propenyl)-2-cyclohexen-1-one). Run in O1CCCC1 (tetrahydrofuran), O1CCCC1 (tetrahydrofuran). Conditions: temperature 25 celsius, time 1.5 hour. The product is C(C1=CC=CC=C1)OC1=C(C=CC(=C1)C(CCCCCC)(C)C)[C@@H]1CC(CC[C@H]1CC=C)=O (Trans-3-[2-Benzyloxy-4-(1,1-di-methylheptyl)phenyl]-4-(2-propenyl)cyclohexanone). Isolated yield 70.0%. RXN SMILES: Br[C:2]1[CH:7]=[CH:6][C:5]([C:8]([CH3:16])([CH3:15])[CH2:9][CH2:10][CH2:11][CH2:12][CH2:13][CH3:14])=[CH:4][C:3]=1[O:17][CH2:18][C:19]1[CH:24]=[CH:23][CH:22]=[CH:21][CH:20]=1.[Mg].[CH2:26]([CH:29]1[CH2:34][CH2:33][C:32](=[O:35])[CH:31]=[CH:30]1)[CH:27]=[CH2:28]>O1CCCC1>[CH2:18]([O:17][C:3]1[CH:4]=[C:5]([C:8]([CH3:16])([CH3:15])[CH2:9][CH2:10][CH2:11][CH2:12][CH2:13][CH3:14])[CH:6]=[CH:7][C:2]=1[C@H:30]1[C@H:29]([CH2:26][CH:27]=[CH2:28])[CH2:34][CH2:33][C:32](=[O:35])[CH2:31]1)[C:19]1[CH:24]=[CH:23][CH:22]=[CH:21][CH:20]=1. Procedure details: A solution of 73.0 g. (0.188 mole) of 1-bromo-2-benzyloxy-4-(1,1-dimethylheptyl)benzene (BrZ') in 350 ml. of tetrahydrofuran was slowly added to 9.0 g. (0.375 mole) of 70-80 mesh magnesium metal. After a 5 minute initiation period the rate of addition was adjusted so as to just maintain reflux. The reaction was stirred 1.5 hours longer following completion of addition while cooling to 25° C. The reaction was cooled to -20° C. and 1.78 g. (9.38 mmoles) of cuprous iodide added. The resultant mixtu... Starting materials: Cl.O1CCOCC1 (HCl dioxane), solution, C(=O)(OC(C)(C)C)N([C@@H](C)C(=O)O)C1=CC2=CC=CC=C2C=C1 (Boc-2-naphthylalanine), CN1CCOCC1 (4-methylmorpholine), ClC(=O)OCC(C)C (isobutyl chloroformate), N[C@H](/C=C/S(=O)(=O)C1=CC2=CC=CC=C2C=C1)CCC1=CC=CC=C1 ((S)-(E)-3-amino-5-phenyl-1-(2-naphthylsulfonyl)-1-pentene), CN1CCOCC1 (4-methylmorpholine), material. Solvent: C1CCOC1 (THF), C(C)(=O)OCC (ethyl acetate), CCOCC (ether), C(Cl)Cl (CH2Cl2). Run at time 45 minute. The product is C1=C(C=CC2=CC=CC=C12)N[C@@H](C)C(=O)[C@H](/C=C(/S(=O)(=O)C1=CC2=CC=CC=C2C=C1)\N)CCC1=CC=CC=C1 ((S)-(E)-3-(2-naphthylalanyl)-amino-5-phenyl-1-(2-naphthylsulfonyl)-1-pentene). Isolated yield 99.0%. As a reaction SMILES: C([N:8]([C:14]1[CH:23]=[CH:22][C:21]2[C:16](=[CH:17][CH:18]=[CH:19][CH:20]=2)[CH:15]=1)[C@H:9]([C:11]([OH:13])=O)[CH3:10])(OC(C)(C)C)=O.C[N:25]1CCOCC1.ClC(OCC(C)C)=O.N[C@@H:40]([CH2:56][CH2:57][C:58]1[CH:63]=[CH:62][CH:61]=[CH:60][CH:59]=1)/[CH:41]=[CH:42]/[S:43]([C:46]1[CH:55]=[CH:54][C:53]2[C:48](=[CH:49][CH:50]=[CH:51][CH:52]=2)[CH:47]=1)(=[O:45])=[O:44].Cl.O1CCOCC1>C1COCC1.C(OCC)(=O)C.C(Cl)Cl.CCOCC>[CH:15]1[C:16]2[C:21](=[CH:20][CH:19]=[CH:18][CH:17]=2)[CH:22]=[CH:23][C:14]=1[NH:8][C@H:9]([C:11]([C@@H:40]([CH2:56][CH2:57][C:58]1[CH:63]=[CH:62][CH:61]=[CH:60][CH:59]=1)/[CH:41]=[C:42](\[NH2:25])/[S:43]([C:46]1[CH:55]=[CH:54][C:53]2[C:48](=[CH:49][CH:50]=[CH:51][CH:52]=2)[CH:47]=1)(=[O:45])=[O:44])=[O:13])[CH3:10] |f:4.5|. Procedure details: To a solution of Boc-2-naphthylalanine (2.68 g, 8.51 mmol, (Synthetech, Oregon) in THF (50 mL) at -10° C. were added 4-methylmorpholine (0.936 mL, 8.51 mmol) and isobutyl chloroformate (1.103 mL, 8.51 mmol). The mixture was stirred for 5 minutes, whereupon (S)-(E)-3-amino-5-phenyl-1-(2-naphthylsulfonyl)-1-pentene (3.30 g, 8.51 mmol) was added, followed by 4-methylmorpholine (0.936 mL, 8.51 mmol). The mixture was stirred for 45 minutes, diluted with ethyl acetate (100 mL), washed with 1M HCl (50 ... The reactants are C(C1=CC=CC=C1)OC1=CC=C(C=C1)O (4-benzyloxy-phenol), BrCC(=O)OC (methyl bromoacetate), C([O-])([O-])=O.[Cs+].[Cs+] (cesium carbonate). The product is COC(COC1=CC=C(C=C1)OCC1=CC=CC=C1)=O ((4-benzyloxy-phenoxy)-acetic acid methyl ester). RXN SMILES: [CH2:1]([O:8][C:9]1[CH:14]=[CH:13][C:12]([OH:15])=[CH:11][CH:10]=1)[C:2]1[CH:7]=[CH:6][CH:5]=[CH:4][CH:3]=1.Br[CH2:17][C:18]([O:20][CH3:21])=[O:19].C(=O)([O-])[O-].[Cs+].[Cs+]>>[CH3:21][O:20][C:18](=[O:19])[CH2:17][O:15][C:12]1[CH:11]=[CH:10][C:9]([O:8][CH2:1][C:2]2[CH:3]=[CH:4][CH:5]=[CH:6][CH:7]=2)=[CH:14][CH:13]=1 |f:2.3.4|. Procedure: In analogy to the procedure described in Example 1b), the alkylation of 4-benzyloxy-phenol with methyl bromoacetate using cesium carbonate as the base yielded the (4-benzyloxy-phenoxy)-acetic acid methyl ester as white crystals; MS: m/e=272 (M)+. Reactants: COc1cc2c(=O)n(CCN(C)C)c3c(cnc4cccc([N+](=O)[O-])c43)c2cc1OC, CCO, NN, O. Yields the product COc1cc2c(=O)n(CCN(C)C)c3c(cnc4cccc(N)c43)c2cc1OC. RXN SMILES: [CH3:1][O:2][c:3]1[c:4]([O:30][CH3:31])[cH:5][c:6]2[c:7]([c:8](=[O:28])[n:9]([CH2:23][CH2:24][N:25]([CH3:26])[CH3:27])[c:10]3[c:11]4[c:12]([n:13][cH:14][c:15]23)[cH:16][cH:17][cH:18][c:19]4[N+:20]([O-:21])=[O:22])[cH:29]1.[CH3:35][CH2:36][OH:37].[NH2:33][NH2:34].[OH2:32]>>[CH3:1][O:2][c:3]1[c:4]([O:30][CH3:31])[cH:5][c:6]2[c:7]([c:8](=[O:28])[n:9]([CH2:23][CH2:24][N:25]([CH3:26])[CH3:27])[c:10]3[c:11]4[c:12]([n:13][cH:14][c:15]23)[cH:16][cH:17][cH:18][c:19]4[NH2:20])[cH:29]1. RXN SMILES: [NH2:1][C:2]1[CH:3]=[C:4]([CH:16]=[CH:17][C:18]=1[NH2:19])[C:5]([NH:7][C:8]1[CH:13]=[CH:12][C:11]([CH3:14])=[C:10]([CH3:15])[CH:9]=1)=[O:6].[CH3:20][O:21][C:22](=[O:35])[CH2:23][CH2:24][C:25]1[CH:30]=[C:29]([CH3:31])[C:28]([CH:32]=O)=[C:27]([CH3:34])[CH:26]=1>>[CH3:20][O:21][C:22](=[O:35])[CH2:23][CH2:24][C:25]1[CH:30]=[C:29]([CH3:31])[C:28]([C:32]2[NH:1][C:2]3[CH:3]=[C:4]([C:5](=[O:6])[NH:7][C:8]4[CH:13]=[CH:12][C:11]([CH3:14])=[C:10]([CH3:15])[CH:9]=4)[CH:16]=[CH:17][C:18]=3[N:19]=2)=[C:27]([CH3:34])[CH:26]=1. Procedure: The title compound was prepared from 3,4-diamino-N-(3,4-dimethylphenyl)-benzamide and 3-(4-formyl-3,5-dimethylphenyl)-propionic acid methyl ester (from Example 6-17) analogous to Example 6-1. 1H NMR (Methanol-d4, 400 MHz): δ 8.32 (d, 1H), 7.91 (d, 1H), 7.79 (dd, 1H), 7.48 (s, 1H), 7.45 (dd, 1H), 7.15 (d, 1H), 7.08 (s, 2H), 3.67 (s, 3H), 2.97 (t, 2H), 2.71 (t, 2H), 2.30 (s, 3H), 2.27 (s, 3H), 2.15 (s, 6H). MS (m/z) 456.1 (M+1); Retention time: 1.44 min (Method 10). The reactants are NC=1C=C(C(=O)NC2=CC(=C(C=C2)C)C)C=CC1N (3,4-diamino-N-(3,4-dimethylphenyl)-benzamide), COC(CCC1=CC(=C(C(=C1)C)C=O)C)=O (3-(4-formyl-3,5-dimethylphenyl)-propionic acid methyl ester). The product is COC(CCC1=CC(=C(C(=C1)C)C1=NC2=C(N1)C=C(C=C2)C(NC2=CC(=C(C=C2)C)C)=O)C)=O (3-{4-[6-(3,4-Dimethylphenylcarbamoyl)-1H-benzoimidazol-2-yl]-3,5-dimethylphenyl}-propionic acid methyl ester). Reactants: C1CCOC1, COC(=O)CCC(CO)NC(=O)c1ccc(-c2ccccc2)cc1, CO, [Na+], [OH-]. Yields the product O=C(O)CCC(CO)NC(=O)c1ccc(-c2ccccc2)cc1. As a reaction SMILES: [CH2:27]1[O:28][CH2:29][CH2:30][CH2:31]1.[CH3:1][O:2][C:3]([CH2:4][CH2:5][CH:6]([CH2:7][OH:8])[NH:9][C:10](=[O:11])[c:12]1[cH:13][cH:14][c:15](-[c:18]2[cH:19][cH:20][cH:21][cH:22][cH:23]2)[cH:16][cH:17]1)=[O:24].[CH3:32][OH:33].[Na+:26].[OH-:25]>>[O:2]=[C:3]([CH2:4][CH2:5][CH:6]([CH2:7][OH:8])[NH:9][C:10](=[O:11])[c:12]1[cH:13][cH:14][c:15](-[c:18]2[cH:19][cH:20][cH:21][cH:22][cH:23]2)[cH:16][cH:17]1)[OH:24]. Run in C(Cl)Cl (CH2Cl2). Procedure details: To a solution of 50 mg (0.12 mmol) 17-hydroxywortmannin in 0.5 mL CH2Cl2 is added 24 mg (0.24 mmol) 1-methylpiperazine. The reaction mixture is stirred at room temperature overnight. CH2Cl2 is removed in vacuo. The residue is triturated with Et2O to give 19 mg (29.8%) product as an orange powder. MS (ESI) m/z 531.2 (M+1). Yield: 29.8%. Conditions: time 8 hour. Product: C(C)(=O)O[C@@H]1C[C@@]2([C@H](CCC2C=2C(C(=C3\C(\C(O[C@@H]([C@@]3(C21)C)COC)=O)=C/N2CCN(CC2)C)O)=O)O)C ((1E,4S,4aR,5R,6aS,7S)-7,11-dihydroxy-4-(methoxymethyl)-4a,6a-dimethyl-1-[(4-methylpiperazin-1-yl)methylene]-2,10-dioxo-1,2,4,4a,5,6,6a,7,8,9,9a,10-dodecahydroindeno[4,5-h]isochromen-5-yl acetate). Reactants: CC(=O)O[C@@H]1C[C@]2([C@@H](CC[C@@H]2O)C3=C1[C@@]4(C=5C(=COC5C3=O)C(=O)O[C@@H]4COC)C)C (17-hydroxywortmannin), CN1CCNCC1 (1-methylpiperazine). Reaction SMILES: [CH3:1][C:2]([O:4][C@H:5]1[C:14]2[C@@:15]3([CH3:30])[C@@H:26]([CH2:27][O:28][CH3:29])[O:25][C:23](=[O:24])[C:17]4=[CH:18][O:19][C:20]([C:21](=[O:22])[C:13]=2[C@@H:8]2[CH2:9][CH2:10][C@H:11]([OH:12])[C@@:7]2([CH3:31])[CH2:6]1)=[C:16]34)=[O:3].[CH3:32][N:33]1[CH2:38][CH2:37][NH:36][CH2:35][CH2:34]1>C(Cl)Cl>[C:2]([O:4][C@H:5]1[C:14]2[C@:15]3([CH3:30])[C:16](/[C:17](=[CH:18]\[N:36]4[CH2:37][CH2:38][N:33]([CH3:32])[CH2:34][CH2:35]4)/[C:23](=[O:24])[O:25][C@@H:26]3[CH2:27][O:28][CH3:29])=[C:20]([OH:19])[C:21](=[O:22])[C:13]=2[CH:8]2[C@@:7]([CH3:31])([C@@H:11]([OH:12])[CH2:10][CH2:9]2)[CH2:6]1)(=[O:3])[CH3:1].